From a dataset of the Open Reaction Database (ORD), a public repository of structured organic reaction records. describe an organic reaction: reactants, conditions, products, and yield Starting materials: CC1(O[C@@H]2[C@H](O1)C=C[C@@H]2O)C ((3aS,4S,6aR)-2,2-dimethyl-4,6a-dihydro-3aH-cyclopenta[d][1,3]dioxol-4-ol). Solvent: C(Cl)Cl (DCM). Run at time 3 day. Yields the product CC1(OC2C(O1)C=CC2=O)C (2,2-dimethyl-3aH-cyclopenta[d][1,3]dioxol-4(6aH)-one). RXN SMILES: [CH3:1][C:2]1([CH3:11])[O:6][C@@H:5]2[CH:7]=[CH:8][C@H:9]([OH:10])[C@@H:4]2[O:3]1>C(Cl)Cl>[CH3:1][C:2]1([CH3:11])[O:6][CH:5]2[CH:7]=[CH:8][C:9](=[O:10])[CH:4]2[O:3]1. Procedure: (3aS,4S,6aR)-2,2-dimethyl-4,6a-dihydro-3aH-cyclopenta[d][1,3]dioxol-4-ol (1-1) (3 g, 19.2 mmol, 1 equiv) was dissolved in DCM (96 mL) and PS-IBX (32 g, 1.2 mmol/g loading, 2 equiv) was added. The mixture was rotated for 3 days at ambient temperature. Upon disappearance of starting material, the resin was filtered off washing with DCM (3×50 mL). The filtrate was concentrated to afford 3aR,6aR)-2,2-dimethyl-3aH-cyclopenta[d][1,3]dioxol-4(6aH)-one (5-1) as a tan solid. 1H NMR (500 MHz, CDCl3): δ 7.... The reactants are sodium ion, ion, Cl.NCC(CCC(=O)O)=O (5-aminolevulinic acid hydrochloride), [N+](=O)(O)[O-] (nitric acid), hydrogen ion, Cl (hydrochloric acid), N (ammonia). The solvent is O (water), ion, O (water). Conditions: time 16 hour. Product: [N+](=O)(O)[O-].NCC(CCC(=O)O)=O (5-aminolevulinic Acid Nitrate). RXN SMILES: Cl.Cl.[NH2:3][CH2:4][C:5](=[O:11])[CH2:6][CH2:7][C:8]([OH:10])=[O:9].N.[N+:13]([O-:16])([OH:15])=[O:14]>O>[N+:13]([O-:16])([OH:15])=[O:14].[NH2:3][CH2:4][C:5](=[O:11])[CH2:6][CH2:7][C:8]([OH:10])=[O:9] |f:1.2,6.7|. Procedure details: A column was charged with 180 ml of a strongly acidic ion exchange resin (AMBERLITE IR120B Na, manufactured by Japan Organo). The ion exchange resin was used after converting it from sodium ion type to hydrogen ion type through a hydrochloric acid treatment. Next, 36.00 g (214 mmol) of 5-aminolevulinic acid hydrochloride was dissolved in 1800 ml of ion exchange water and passed through said column, and then 1000 ml of ion exchange water was passed through the same. Next, 1 N aqueous ammonia was ...